Dataset: the Open Reaction Database (ORD), a public repository of structured organic reaction records. Task: describe an organic reaction: reactants, conditions, products, and yield The reactants are COC1=C(NC=C1C(=O)OCC)C(=O)OCC (diethyl 3-methoxy-1H-pyrrole-2,4-dicarboxylate), [H-].[Na+] (NaH), C(C)(C)(C)OC(=O)N1S(OCC1)(=O)=O (2,2-Dioxo-[1,2,3]oxathiazolidine-3-carboxylic acid tert-butyl ester). Solvent: CN(C)C=O (DMF). Reaction conditions: temperature 25 celsius, time 0.5 hour. Yields the product C(C)(C)(C)OC(=O)NCCN1C(=C(C(=C1)C(=O)OCC)OC)C(=O)OCC (Diethyl 1-(2-(tert-butoxycarbonylamino)ethyl)-3-methoxy-1H-pyrrole-2,4-dicarboxylate). Isolated yield 98.0%. RXN SMILES: [CH3:1][O:2][C:3]1[C:7]([C:8]([O:10][CH2:11][CH3:12])=[O:9])=[CH:6][NH:5][C:4]=1[C:13]([O:15][CH2:16][CH3:17])=[O:14].[H-].[Na+].[C:20]([O:24][C:25]([N:27]1[CH2:31][CH2:30]OS1(=O)=O)=[O:26])([CH3:23])([CH3:22])[CH3:21]>CN(C=O)C>[C:20]([O:24][C:25]([NH:27][CH2:31][CH2:30][N:5]1[CH:6]=[C:7]([C:8]([O:10][CH2:11][CH3:12])=[O:9])[C:3]([O:2][CH3:1])=[C:4]1[C:13]([O:15][CH2:16][CH3:17])=[O:14])=[O:26])([CH3:23])([CH3:22])[CH3:21] |f:1.2|. Procedure: To a solution of diethyl 3-methoxy-1H-pyrrole-2,4-dicarboxylate (93 mmol) in DMF (340 ml) was added 60% NaH (140 mmol) in portions at 0° C. and the reaction mixture was stirred at 25° C. for 0.5 h. 2,2-Dioxo-[1,2,3]oxathiazolidine-3-carboxylic acid tert-butyl ester (93 mmol) was added at 0° C. and the mixture was allowed to warm to 25° C. and stirred for 21 h. The reaction was quenched with ethanol at 0° C. The solvent was evaporated under vacuum. Yield: 35 g (98% yield)